Dataset: the Open Reaction Database (ORD), a public repository of structured organic reaction records. Task: describe an organic reaction: reactants, conditions, products, and yield Reactants: C(C1=CC=CC=C1)NC1=NC=C(C(N1C)=O)C1=CC(=C(C=C1)O)F (2-(benzylamino)-5-(3-fluoro-4-hydroxyphenyl)-3-methylpyrimidin-4(3H)-one), ClC1=C2C(=NC=C1)C=C(S2)I (7-chloro-2-iodothieno[3,2-b]pyridine). Reagents/catalysts: CN(C)C=1C=CN=CC1 (DMAP). Solvent: BrC1=CC=CC=C1 (bromobenzene). Yields the product C(C1=CC=CC=C1)NC1=NC=C(C(N1C)=O)C1=CC(=C(C=C1)OC1=C2C(=NC=C1)C=C(S2)I)F (2-(benzylamino)-5-(3-fluoro-4-(2-iodothieno[3,2-b]pyridin-7-yloxy)phenyl)-3-methylpyrimidin-4(3H)-one). RXN SMILES: [CH2:1]([NH:8][C:9]1[N:14]([CH3:15])[C:13](=[O:16])[C:12]([C:17]2[CH:22]=[CH:21][C:20]([OH:23])=[C:19]([F:24])[CH:18]=2)=[CH:11][N:10]=1)[C:2]1[CH:7]=[CH:6][CH:5]=[CH:4][CH:3]=1.Cl[C:26]1[CH:31]=[CH:30][N:29]=[C:28]2[CH:32]=[C:33]([I:35])[S:34][C:27]=12>CN(C1C=CN=CC=1)C.BrC1C=CC=CC=1>[CH2:1]([NH:8][C:9]1[N:14]([CH3:15])[C:13](=[O:16])[C:12]([C:17]2[CH:22]=[CH:21][C:20]([O:23][C:26]3[CH:31]=[CH:30][N:29]=[C:28]4[CH:32]=[C:33]([I:35])[S:34][C:27]=34)=[C:19]([F:24])[CH:18]=2)=[CH:11][N:10]=1)[C:2]1[CH:3]=[CH:4][CH:5]=[CH:6][CH:7]=1. Reported procedure: A mixture of 2-(benzylamino)-5-(3-fluoro-4-hydroxyphenyl)-3-methylpyrimidin-4(3H)-one (0.036 g, 0.112 mmol), 7-chloro-2-iodothieno[3,2-b]pyridine (0.030 g, 0.102 mmol; prepared according to the procedure of Ragan, J. A. Org. Proc. Res. 2003, 7, 676) and DMAP (0.025 g, 0.20 mmol) in bromobenzene (1.5 mL) under nitrogen was stirred at 150° C. for 3 days. The reaction was concentrated in vacuo to remove as much bromobenzene as possible. MeOH was added to the residue and a brown solid precipitate wa... The reactants are BrC1=CC=CC(=N1)/C=C/C(=O)OCC ((E)-Ethyl 3-(6-bromopyridin-2-yl)acrylate), C(=O)([O-])[O-].[K+].[K+] (K2CO3), CC1(OB(OC1(C)C)C1=CC=C(OC=2C=CC(=C(C#N)C2)C(F)(F)F)C=C1)C (5-(4-(4,4,5,5-tetramethyl-1,3,2-dioxaborolan-2-yl)phenoxy)-2-(trifluoromethyl)benzonitrile), Pd[(o-toly)3P]2Cl2. Solvent: CN(C)C=O (DMF), O (water). Run at temperature 90 celsius, time 3 hour. Yields the product C(#N)C=1C=C(OC2=CC=C(C=C2)C2=CC=CC(=N2)/C=C/C(=O)OCC)C=CC1C(F)(F)F ((E)-Ethyl 3-(6-(4-(3-cyano-4-(trifluoromethyl)phenoxy)phenyl)pyridin-2-yl)acrylate). As a reaction SMILES: Br[C:2]1[N:7]=[C:6](/[CH:8]=[CH:9]/[C:10]([O:12][CH2:13][CH3:14])=[O:11])[CH:5]=[CH:4][CH:3]=1.C([O-])([O-])=O.[K+].[K+].CC1(C)C(C)(C)OB([C:29]2[CH:47]=[CH:46][C:32]([O:33][C:34]3[CH:35]=[CH:36][C:37]([C:42]([F:45])([F:44])[F:43])=[C:38]([CH:41]=3)[C:39]#[N:40])=[CH:31][CH:30]=2)O1>CN(C=O)C.O>[C:39]([C:38]1[CH:41]=[C:34]([CH:35]=[CH:36][C:37]=1[C:42]([F:43])([F:44])[F:45])[O:33][C:32]1[CH:46]=[CH:47][C:29]([C:2]2[N:7]=[C:6](/[CH:8]=[CH:9]/[C:10]([O:12][CH2:13][CH3:14])=[O:11])[CH:5]=[CH:4][CH:3]=2)=[CH:30][CH:31]=1)#[N:40] |f:1.2.3|. Reported procedure: (E)-Ethyl 3-(6-(4-(3-cyano-4-(trifluoromethyl)phenoxy)phenyl)pyridin-2-yl)acrylate (13) was prepared as follows: A mixture of compound 11 (0.6 g, 1.0 eq), K2CO3 (2 eq), 5-(4-(4,4,5,5-tetramethyl-1,3,2-dioxaborolan-2-yl)phenoxy)-2-(trifluoromethyl)benzonitrile (12) (1.05 eq) and Pd[(o-toly)3P]2Cl2 (0.2 eq) in 10 mL of DMF and water (0.1 mL) was flushed with argon and then shaken at 90° C. for 3 h. After cooling to room temperature, the reaction mixture was quenched with water (20 mL), and extract... The reactants are ClC1=NC=CC(=N1)C=1C=C(C=O)C=CC1 (3-(2-Chloro-pyrimidin-4-yl)-benzaldehyde), Cl.O1CCOCC1 (HCl dioxane), COC(OC)OC (trimethylorthoformate), 265. The product is ClC1=NC=CC(=N1)C1=CC(=CC=C1)C(OC)OC (2-Chloro-4-(3-dimethoxymethyl-phenyl)-pyrimidine). RXN SMILES: [Cl:1][C:2]1[N:7]=[C:6]([C:8]2[CH:9]=[C:10]([CH:13]=[CH:14][CH:15]=2)C=O)[CH:5]=[CH:4][N:3]=1.Cl.O1CCOCC1.[CH3:23][O:24][CH:25](OC)[O:26][CH3:27]>>[Cl:1][C:2]1[N:7]=[C:6]([C:8]2[CH:9]=[CH:10][CH:13]=[C:14]([CH:25]([O:26][CH3:27])[O:24][CH3:23])[CH:15]=2)[CH:5]=[CH:4][N:3]=1 |f:1.2|. Reported procedure: Intermediate 1 (3.69 g) was refluxed for two hours in trimethylorthoformate containing 10 mL of 4N HCl/dioxane. The solvent was removed by rotary evaporation to give product, which showed the expected M+H+ of 265 by LC-MS. The reactants are [Br-], O=C([O-])[O-], CC(C)=O, CCCC[N+](CCCC)(CCCC)CCCC, ClCc1ccccc1, [K+], [K+], [K+], Nc1ccc(O)c(Cl)c1, [OH-]. Yields the product Nc1ccc(OCc2ccccc2)c(Cl)c1. Reaction SMILES: [Br-:30].[C:10](=[O:11])([O-:12])[O-:13].[CH3:26][C:27](=[O:28])[CH3:29].[CH3:31][CH2:32][CH2:33][CH2:34][N+:35]([CH2:36][CH2:37][CH2:38][CH3:39])([CH2:40][CH2:41][CH2:42][CH3:43])[CH2:44][CH2:45][CH2:46][CH3:47].[Cl:16][CH2:17][c:18]1[cH:19][cH:20][cH:21][cH:22][cH:23]1.[K+:14].[K+:15].[K+:25].[NH2:1][c:2]1[cH:3][c:4]([Cl:9])[c:5]([OH:8])[cH:6][cH:7]1.[OH-:24]>>[NH2:1][c:2]1[cH:3][c:4]([Cl:9])[c:5]([O:8][CH2:17][c:18]2[cH:19][cH:20][cH:21][cH:22][cH:23]2)[cH:6][cH:7]1. Yields the product CN1CCN(C(=O)OCc2ccccc2)C(C(=O)c2cc3cc(F)ccc3o2)C1. RXN SMILES: [CH2:32]=[O:33].[CH2:4]([c:5]1[cH:6][cH:7][cH:8][cH:9][cH:10]1)[O:11][C:12](=[O:13])[N:14]1[CH:15]([C:20](=[O:21])[c:22]2[o:23][c:24]3[c:25]([cH:26]2)[cH:27][c:28]([F:31])[cH:29][cH:30]3)[CH2:16][NH:17][CH2:18][CH2:19]1.[CH:1]([OH:2])=[O:3].[Na+:35].[OH-:34].[OH2:36]>>[CH3:1][N:17]1[CH2:16][CH:15]([C:20](=[O:21])[c:22]2[o:23][c:24]3[c:25]([cH:26]2)[cH:27][c:28]([F:31])[cH:29][cH:30]3)[N:14]([C:12]([O:11][CH2:4][c:5]2[cH:6][cH:7][cH:8][cH:9][cH:10]2)=[O:13])[CH2:19][CH2:18]1. Reactants: C=O, O=C(c1cc2cc(F)ccc2o1)C1CNCCN1C(=O)OCc1ccccc1, O=CO, [Na+], [OH-], O. Reactants: C(#N)C(C)(CCCCCCCCCCCCCCCCCC)C (2-Cyano-2-methyleicosane), C(CCC)[Li] (n-butyllithium), C(C)(C)NC(C)C (diisopropylamine), C(C(C)C)#N (isobutyronitrile), BrCCCCCCBr (1,6-dibromohexane). The solvent is hexanes, O1CCCC1 (tetrahydrofuran). The product is C(#N)C(C)(CCCCCCC(C)(C)C#N)C (2,9-Dicyano-2,9-dimethyldecane), solid. RXN SMILES: [C:1]([C:3]([CH3:23])([CH2:5][CH2:6][CH2:7][CH2:8][CH2:9][CH2:10][CH2:11][CH2:12]CCCCCCCCCC)[CH3:4])#[N:2].C([Li])CCC.[CH:29]([NH:32]C(C)C)(C)C.[C:36](#N)C(C)C.BrCCCCCCBr>O1CCCC1>[C:29]([C:11]([CH3:12])([CH2:10][CH2:9][CH2:8][CH2:7][CH2:6][CH2:5][C:3]([C:1]#[N:2])([CH3:4])[CH3:23])[CH3:36])#[N:32]. Procedure details: By the procedure used to prepare the compound of Example 2, the title compound is prepared from 24 mL of a 2.5M n-butyllithium solution in hexanes, 6.07 g of diisopropylamine, 5.5 mL of isobutyronitrile, 7.32 g of 1,6-dibromohexane, and 120 mL of tetrahydrofuran. The IR and 1H NMR spectra of the white solid (7.7 g) obtained were consistent with structure of the desired product.